Dataset: the Open Reaction Database (ORD), a public repository of structured organic reaction records. Task: describe an organic reaction: reactants, conditions, products, and yield Starting materials: C(C)(=O)Cl (acetyl chloride), NCCCCCCNC(=O)C1=CC=C(C=C1)NC(=O)N1CC2=CC=CC=C2C1 (N-{4-[(6-aminohexyl)carbamoyl]phenyl}-1,3-dihydro-2H-isoindole-2-carboxamide), NC=1C=C2CN(CC2=CC1)C(=O)NC1=CC=C(C=C1)C(NCCC)=O (5-amino-N-(4-(propylcarbamoyl)phenyl)isoindoline-2-carboxamide). The product is C(C1=CC=CC=C1)(=O)NCCCCCCNC(=O)C1=CC=C(C=C1)NC(=O)N1CC2=CC=CC=C2C1 (N-(4-{[6-(benzoylamino)hexyl]carbamoyl}phenyl)-1,3-dihydro-2H-isoindole-2-carboxamide). As a reaction SMILES: C(Cl)(=O)C.[NH2:5][CH2:6][CH2:7][CH2:8][CH2:9][CH2:10][CH2:11][NH:12][C:13]([C:15]1[CH:20]=[CH:19][C:18]([NH:21][C:22]([N:24]2[CH2:32][C:31]3[C:26](=[CH:27][CH:28]=[CH:29][CH:30]=3)[CH2:25]2)=[O:23])=[CH:17][CH:16]=1)=[O:14].NC1C=C2C(=CC=1)CN(C(N[C:46]1[CH:51]=[CH:50][C:49]([C:52](=[O:57])NCCC)=[CH:48][CH:47]=1)=O)C2>>[C:52]([NH:5][CH2:6][CH2:7][CH2:8][CH2:9][CH2:10][CH2:11][NH:12][C:13]([C:15]1[CH:20]=[CH:19][C:18]([NH:21][C:22]([N:24]2[CH2:25][C:26]3[C:31](=[CH:30][CH:29]=[CH:28][CH:27]=3)[CH2:32]2)=[O:23])=[CH:17][CH:16]=1)=[O:14])(=[O:57])[C:49]1[CH:50]=[CH:51][CH:46]=[CH:47][CH:48]=1. Procedure details: The title compound was prepared as described in Example 278, substituting benzoyl chloride for acetyl chloride and N-{4-[(6-aminohexyl)carbamoyl]phenyl}-1,3-dihydro-2H-isoindole-2-carboxamide for 5-amino-N-(4-(propylcarbamoyl)phenyl)isoindoline-2-carboxamide. 1H NMR (300 MHz, DMSO-d6) δ ppm 8.57 (s, 1H), 8.43 (t, J=5.6 Hz, 1H), 8.25 (t, J=5.6 Hz, 1H), 7.81-7.86 (m, 2H), 7.74-7.78 (m, 2H), 7.63-7.67 (m, 2H), 7.41-7.54 (m, 3H), 7.29-7.39 (m, 4H), 4.78-4.79 (bs, 4H), 3.15-3.27 (m, 4H), 1.44-1.64 (m... As a reaction SMILES: [Br:12][c:13]1[s:14][c:15]([C:18]([C:19]([F:20])([F:21])[F:22])([C:23]([F:24])([F:25])[F:26])[OH:27])[cH:16][n:17]1.[CH2:1]([Li:2])[CH2:3][CH2:4][CH3:5].[CH3:28][N:29]([CH:30]=[O:31])[CH3:32].[CH3:33][CH2:34][O:35][CH2:36][CH3:37].[CH3:6][CH2:7][CH2:8][CH2:9][CH2:10][CH3:11]>>[c:13]1([CH:30]=[O:31])[s:14][c:15]([C:18]([C:19]([F:20])([F:21])[F:22])([C:23]([F:24])([F:25])[F:26])[OH:27])[cH:16][n:17]1. Product: O=Cc1ncc(C(O)(C(F)(F)F)C(F)(F)F)s1. Starting materials: OC(c1cnc(Br)s1)(C(F)(F)F)C(F)(F)F, [Li]CCCC, CN(C)C=O, CCOCC, CCCCCC. The reactants are COC(C)O, NN, CSC1=CNN(c2ccccc2N)O1, O. Yields the product NNC1=CNN(c2ccccc2N)O1. As a reaction SMILES: [CH3:18][O:19][CH:20]([OH:21])[CH3:22].[NH2:16][NH2:17].[NH2:1][c:2]1[c:3]([N:8]2[O:9][C:10]([S:13][CH3:14])=[CH:11][NH:12]2)[cH:4][cH:5][cH:6][cH:7]1.[OH2:15]>>[NH2:1][c:2]1[c:3]([N:8]2[O:9][C:10]([NH:16][NH2:17])=[CH:11][NH:12]2)[cH:4][cH:5][cH:6][cH:7]1. Starting materials: COC=1C=CC(=C(C(=O)O)C1)N1N=CC=N1 (5-methoxy-2-(2H-1,2,3-triazol-2-yl)benzoic acid), S1C(=CC=C1)C1=C(C(=O)O)C=CC=C1 (2-thiophen-2-yl-benzoic acid), FC(C1=CC(=NC=C1)N1C[C@@H]2CCNC[C@H]12)(F)F ((1R,6S)-8-(4-(Trifluoromethyl)pyridin-2-yl)-3,8-diazabicyclo[4.2.0]octane), CC1=NC(=NC(=C1)C)N1C[C@@H]2CCNC[C@H]12 ((1R,6S)8-(4,6-dimethyl-pyrimidin-2-yl)-3,8-diaza-bicyclo[4.2.0]octane). Yields the product COC=1C=CC(=C(C1)C(=O)N1C[C@@H]2N(C[C@@H]2CC1)C1=NC=CC(=C1)C(F)(F)F)N1N=CC=N1 ((1R,6S)-3-{[5-Methoxy-2-(2H-1,2,3-triazol-2-yl)phenyl]carbonyl}-8-[4-(trifluoromethyl)pyridin-2-yl]-3,8-diazabicyclo[4.2.0]octane). RXN SMILES: [CH3:1][O:2][C:3]1[CH:4]=[CH:5][C:6]([N:12]2[N:16]=[CH:15][CH:14]=[N:13]2)=[C:7]([CH:11]=1)[C:8]([OH:10])=O.S1C=CC=C1C1C=CC=CC=1C(O)=O.[F:31][C:32]([F:48])([F:47])[C:33]1[CH:38]=[CH:37][N:36]=[C:35]([N:39]2[C@@H:46]3[C@@H:41]([CH2:42][CH2:43][NH:44][CH2:45]3)[CH2:40]2)[CH:34]=1.CC1C=C(C)N=C(N2[C@@H]3[C@@H](CCNC3)C2)N=1>>[CH3:1][O:2][C:3]1[CH:4]=[CH:5][C:6]([N:12]2[N:16]=[CH:15][CH:14]=[N:13]2)=[C:7]([C:8]([N:44]2[CH2:43][CH2:42][C@@H:41]3[C@@H:46]([N:39]([C:35]4[CH:34]=[C:33]([C:32]([F:48])([F:31])[F:47])[CH:38]=[CH:37][N:36]=4)[CH2:40]3)[CH2:45]2)=[O:10])[CH:11]=1. Reported procedure: The title compound was prepared in a manner analogous to Example 1 substituting 5-methoxy-2-(2H-1,2,3-triazol-2-yl)benzoic acid for 2-thiophen-2-yl-benzoic acid and Intermediate 44 for (1R,6S)8-(4,6-dimethyl-pyrimidin-2-yl)-3,8-diaza-bicyclo[4.2.0]octane. MS (ESI) mass calcd. for C22H21F3N6O2, 458.5; m/z found, 459.2 [M+H]+. Reactants: N1=CC=C(C=C1)N1CCC(CC1)C(=O)Cl (1-(4-pyridyl)piperidine-4-carbonyl chloride), CC1=CC=C(C=C1)C1=CC=C(C=C1)S(=O)(=O)N1CCNCC1 (1-(4′-methylbiphenyl-4-ylsulphonyl)piperazine). Product: CC1=CC=C(C=C1)C1=CC=C(C=C1)S(=O)(=O)N1CCN(CC1)C(=O)C1CCN(CC1)C1=CC=NC=C1 (1-(4′-methylbiphenyl-4-ylsulphonyl)-4-[1-(4-pyridyl)piperidin-4-ylcarbonyl]piperazine). Isolated yield 67.0%. RXN SMILES: [N:1]1[CH:6]=[CH:5][C:4]([N:7]2[CH2:12][CH2:11][CH:10]([C:13](Cl)=[O:14])[CH2:9][CH2:8]2)=[CH:3][CH:2]=1.[CH3:16][C:17]1[CH:22]=[CH:21][C:20]([C:23]2[CH:28]=[CH:27][C:26]([S:29]([N:32]3[CH2:37][CH2:36][NH:35][CH2:34][CH2:33]3)(=[O:31])=[O:30])=[CH:25][CH:24]=2)=[CH:19][CH:18]=1>>[CH3:16][C:17]1[CH:22]=[CH:21][C:20]([C:23]2[CH:24]=[CH:25][C:26]([S:29]([N:32]3[CH2:37][CH2:36][N:35]([C:13]([CH:10]4[CH2:11][CH2:12][N:7]([C:4]5[CH:5]=[CH:6][N:1]=[CH:2][CH:3]=5)[CH2:8][CH2:9]4)=[O:14])[CH2:34][CH2:33]3)(=[O:31])=[O:30])=[CH:27][CH:28]=2)=[CH:19][CH:18]=1. Reported procedure: Using an analogous procedure to that described in Example 1, 1-(4-pyridyl)piperidine-4-carbonyl chloride was reacted with 1-(4′-methylbiphenyl-4-ylsulphonyl)piperazine to give 1-(4′-methylbiphenyl-4-ylsulphonyl)-4-[1-(4-pyridyl)piperidin-4-ylcarbonyl]piperazine in 67% yield, m.p. 213-217° C.;